Dataset: the Open Reaction Database (ORD), a public repository of structured organic reaction records. Task: describe an organic reaction: reactants, conditions, products, and yield The reactants are [F-].[K+] (KF), C(C)OC(=O)C=1OC2=C(C1C)C(=CC=C2)OCC2CN(CCC2)CC=2C=NC=CC2 (3-methyl-4-(1-pyridin-3-ylmethyl-piperidin-3-ylmethoxy)-benzofuran-2-carboxylic acid ethyl ester), [H-].[H-].[H-].[H-].[Li+].[Al+3] (LiAlH4). Solvent: O (H2O), C(C)(=O)OCC (ethyl acetate), C1CCOC1 (THF), C1CCOC1 (THF). Conditions: time 30 minute. The product is CC1=C(OC2=C1C(=CC=C2)OCC2CN(CCC2)CC=2C=NC=CC2)CO ([3-methyl-4-(1-pyridin-3-ylmethyl-piperidin-3-ylmethoxy)-benzofuran-2-yl]-methanol). Yield: 98.8%. Reaction SMILES: [H-].[H-].[H-].[H-].[Li+].[Al+3].C([O:9][C:10]([C:12]1[O:13][C:14]2[CH:21]=[CH:20][CH:19]=[C:18]([O:22][CH2:23][CH:24]3[CH2:29][CH2:28][CH2:27][N:26]([CH2:30][C:31]4[CH:32]=[N:33][CH:34]=[CH:35][CH:36]=4)[CH2:25]3)[C:15]=2[C:16]=1[CH3:17])=O)C.[F-].[K+]>C1COCC1.O.C(OCC)(=O)C>[CH3:17][C:16]1[C:15]2[C:18]([O:22][CH2:23][CH:24]3[CH2:29][CH2:28][CH2:27][N:26]([CH2:30][C:31]4[CH:32]=[N:33][CH:34]=[CH:35][CH:36]=4)[CH2:25]3)=[CH:19][CH:20]=[CH:21][C:14]=2[O:13][C:12]=1[CH2:10][OH:9] |f:0.1.2.3.4.5,7.8|. Procedure details: To a cooled (0° C.) suspension of LiAlH4 (223 mg) in THF (30 ml) was dropwise added a solution of 3-methyl-4-(1-pyridin-3-ylmethyl-piperidin-3-ylmethoxy)-benzofuran-2-carboxylic acid ethyl ester (600 mg), the compound in Example 111, in THF (20 ml) and the resulting suspension was stirred at 0° C. for one hour. To the suspension was dropwise added a solution of KF (1 g) in H2O (1.2 ml) at 0° C. over 15 minutes. The suspension was stirred at room temperature for 30 minutes, diluted with ethyl ace... Starting materials: COCCO, CC(=O)Nc1ccc(F)cc1-c1ccc(Cl)c(Cl)c1, [K+], [OH-]. Yields the product Nc1ccc(F)cc1-c1ccc(Cl)c(Cl)c1. Reaction SMILES: [CH3:22][O:23][CH2:24][CH2:25][OH:26].[Cl:3][c:4]1[cH:5][c:6](-[c:11]2[c:12]([NH:18][C:19](=[O:20])[CH3:21])[cH:13][cH:14][c:15]([F:17])[cH:16]2)[cH:7][cH:8][c:9]1[Cl:10].[K+:2].[OH-:1]>>[Cl:3][c:4]1[cH:5][c:6](-[c:11]2[c:12]([NH2:18])[cH:13][cH:14][c:15]([F:17])[cH:16]2)[cH:7][cH:8][c:9]1[Cl:10].